From a dataset of the Open Reaction Database (ORD), a public repository of structured organic reaction records. describe an organic reaction: reactants, conditions, products, and yield Starting materials: C(C#C)NC(=O)C1=CC2=C(S1)C=CC=C2OCOC (N-propargyl-4-(methoxymethyloxy)benzo(b)thiophene-2-carboxamide). Reagents/catalysts: C(C)(=O)[O-].[Hg+] (mercury acetate). The product is OC1=CC=CC=2SC(=CC21)C=2OC(=CN2)C (4-hydroxy-2-(5-methyloxazol-2-yl)benzo(b)thiophene). Isolated yield 47.8%. Reaction SMILES: [CH2:1]([NH:4][C:5]([C:7]1[S:11][C:10]2[CH:12]=[CH:13][CH:14]=[C:15]([O:16]COC)[C:9]=2[CH:8]=1)=[O:6])[C:2]#[CH:3]>C([O-])(=O)C.[Hg+]>[OH:16][C:15]1[C:9]2[CH:8]=[C:7]([C:5]3[O:6][C:2]([CH3:3])=[CH:1][N:4]=3)[S:11][C:10]=2[CH:12]=[CH:13][CH:14]=1 |f:1.2|. Procedure: By the reactions in the same manner as in Starting Material Synthesis Example 5 using N-propargyl-4-(methoxymethyloxy)benzo(b)thiophene-2-carboxamide (6.00 g) and mercury acetate (765 mg), the title compound (2.41 g) was obtained as yellow crystals, melting point 188–189° C. The reactants are C1CCOC1, C[Si](C)(C)[N-][Si](C)(C)C, COC(=O)C1CCN(C(=O)OC(C)(C)C)CC1, Cc1cccc(C(=O)Cl)c1, CCOC(C)=O, [Na+]. The product is COC(=O)C1(C(=O)c2cccc(C)c2)CCN(C(=O)OC(C)(C)C)CC1. As a reaction SMILES: [CH2:38]1[O:39][CH2:40][CH2:41][CH2:42]1.[CH3:18][Si:19]([N-:20][Si:21]([CH3:22])([CH3:23])[CH3:24])([CH3:25])[CH3:26].[CH3:1][O:2][C:3]([CH:4]1[CH2:5][CH2:6][N:7]([C:10](=[O:11])[O:12][C:13]([CH3:14])([CH3:15])[CH3:16])[CH2:8][CH2:9]1)=[O:17].[CH3:28][c:29]1[cH:30][c:31]([C:32](=[O:33])[Cl:34])[cH:35][cH:36][cH:37]1.[CH3:43][CH2:44][O:45][C:46](=[O:47])[CH3:48].[Na+:27]>>[CH3:1][O:2][C:3]([C:4]1([C:32]([c:31]2[cH:30][c:29]([CH3:28])[cH:37][cH:36][cH:35]2)=[O:33])[CH2:5][CH2:6][N:7]([C:10](=[O:11])[O:12][C:13]([CH3:14])([CH3:15])[CH3:16])[CH2:8][CH2:9]1)=[O:17]. The reactants are Example 41 ( b ), C(C)SC1=CC2=C(N=N1)CCN(C2)C(C2=CC=CC=C2)=O (3-ethylmercapto-6-benzoyl-5,6,7,8-tetrahydropyrido[4,3-c]pyridazine), C(C)Br (ethyl bromide), Example 41 ( b ), C(C1=CC=CC=C1)(=O)N1CC2=C(N=NC(=C2)S)CC1 (6-benzoyl-3-mercapto-5,6,7,8-tetrahydropyrido[4,3-c]pyridazine), C1=CC=CC=C1 (benzene). Run in C(C)(C)O.CCOCC (isopropanol ether). The product is C(C1=CC=CC=C1)(=O)N1CC2=C(N=NC(=C2)NN)CC1 (6-Benzoyl-3-hydrazino-5,6,7,8-tetrahydropyrido[4,3-c]pyridazine). RXN SMILES: C(S[C:4]1[N:9]=[N:8][C:7]2[CH2:10][CH2:11][N:12]([C:14](=[O:21])[C:15]3[CH:20]=[CH:19][CH:18]=[CH:17][CH:16]=3)[CH2:13][C:6]=2[CH:5]=1)C.C(N1CCC2[N:34]=[N:35]C(S)=CC=2C1)(=O)C1C=CC=CC=1.C(Br)C.C1C=CC=CC=1>C(O)(C)C.CCOCC>[C:14]([N:12]1[CH2:11][CH2:10][C:7]2[N:8]=[N:9][C:4]([NH:34][NH2:35])=[CH:5][C:6]=2[CH2:13]1)(=[O:21])[C:15]1[CH:20]=[CH:19][CH:18]=[CH:17][CH:16]=1 |f:4.5|. Procedure details: The 3-ethylmercapto-6-benzoyl-5,6,7,8-tetrahydropyrido[4,3-c]pyridazine, required as starting material, may be obtained in a manner analogous to that described in Example 41 (b), from 34.8 g of 6-benzoyl-3-mercapto-5,6,7,8-tetrahydropyrido[4,3-c]pyridazine and 16.8 g of ethyl bromide. Reaction time 19 hours. Working up as described in Example 41 (b), eluant: benzene. M.P. 132°-135° (decomp., from isopropanol/ether). The reactants are BrC1=CC(=C(CC(C(=O)OCC)CC=O)C=C1)Cl (ethyl 2-(4-bromo-2-chlorobenzyl)-4-oxobutanoate), Cl.N1N=CC=2CCC(CC12)N (4,5,6,7-tetrahydro-1H-indazol-6-amine hydrochloride), C(C)(=O)O[BH-](OC(C)=O)OC(C)=O.[Na+] (sodium triacetoxyborohydride). Run in ClC(C)Cl (dichloroethane). Product: BrC1=CC(=C(CC2C(N(CC2)C2CCC3=CNN=C3C2)=O)C=C1)Cl (3-(4-Bromo-2-chlorobenzyl)-1-(4,5,6,7-tetrahydro-2H-indazol-6-yl)pyrrolidin-2-one). The yield is 37.4%. RXN SMILES: [Br:1][C:2]1[CH:17]=[CH:16][C:5]([CH2:6][CH:7]([CH2:13][CH:14]=O)[C:8]([O:10]CC)=O)=[C:4]([Cl:18])[CH:3]=1.Cl.[NH:20]1[C:28]2[CH2:27][CH:26]([NH2:29])[CH2:25][CH2:24][C:23]=2[CH:22]=[N:21]1.C(O[BH-](OC(=O)C)OC(=O)C)(=O)C.[Na+]>ClC(Cl)C>[Br:1][C:2]1[CH:17]=[CH:16][C:5]([CH2:6][CH:7]2[CH2:13][CH2:14][N:29]([CH:26]3[CH2:27][C:28]4[C:23](=[CH:22][NH:21][N:20]=4)[CH2:24][CH2:25]3)[C:8]2=[O:10])=[C:4]([Cl:18])[CH:3]=1 |f:1.2,3.4|. Procedure details: Combine ethyl 2-(4-bromo-2-chlorobenzyl)-4-oxobutanoate (0.92 g, 2.8 mmol), 4,5,6,7-tetrahydro-1H-indazol-6-amine hydrochloride (preparation 80) (490 mg, 2.8 mmol) and sodium triacetoxyborohydride (886 mg, 4.2 mmol) in dichloroethane (50 mL) and stir for 48 hours at room temperature. Add water and extract with CH2Cl2. Dry the organic layer over magnesium sulfate, filter and concentrate. Purify the residue by silica gel chromatography affords the title compound (428 mg, 68%): MS (m/z): 410 (M+2). Starting materials: CC12CCC3c4ccc(OCc5ccccc5)cc4CCC3C1CCC2OCCO, ClCCl, O=C(O)CCCc1ccc(N(CCCl)CCCl)cc1, O=S(Cl)Cl, c1ccccc1, c1ccncc1. Yields the product CC12CCC3c4ccc(OCc5ccccc5)cc4CCC3C1CCC2OCCOC(=O)CCCc1ccc(N(CCCl)CCCl)cc1. Reaction SMILES: [CH2:1]([c:2]1[cH:3][cH:4][cH:5][cH:6][cH:7]1)[O:8][c:9]1[cH:10][c:11]2[c:24]([cH:25][cH:26]1)[CH:23]1[CH:14]([CH2:13][CH2:12]2)[CH:15]2[CH2:16][CH2:17][CH:18]([O:27][CH2:28][CH2:29][OH:30])[C:19]2([CH3:20])[CH2:21][CH2:22]1.[Cl:31][CH2:32][Cl:33].[OH:34][C:35](=[O:36])[CH2:37][CH2:38][CH2:39][c:40]1[cH:41][cH:42][c:43]([N:46]([CH2:47][CH2:48][Cl:49])[CH2:50][CH2:51][Cl:52])[cH:44][cH:45]1.[S:53]([Cl:54])([Cl:55])=[O:56].[cH:57]1[cH:58][cH:59][cH:60][cH:61][cH:62]1.[cH:63]1[cH:64][cH:65][n:66][cH:67][cH:68]1>>[CH2:1]([c:2]1[cH:3][cH:4][cH:5][cH:6][cH:7]1)[O:8][c:9]1[cH:10][c:11]2[c:24]([cH:25][cH:26]1)[CH:23]1[CH:14]([CH2:13][CH2:12]2)[CH:15]2[CH2:16][CH2:17][CH:18]([O:27][CH2:28][CH2:29][O:30][C:35](=[O:34])[CH2:37][CH2:38][CH2:39][c:40]3[cH:41][cH:42][c:43]([N:46]([CH2:47][CH2:48][Cl:49])[CH2:50][CH2:51][Cl:52])[cH:44][cH:45]3)[C:19]2([CH3:20])[CH2:21][CH2:22]1. The reactants are C[Si](C)(C)CCOCCl, COc1ccc([N+](=O)[O-])cc1O, CCN(C(C)C)C(C)C, ClCCl. Yields the product COc1ccc([N+](=O)[O-])cc1OCOCC[Si](C)(C)C. As a reaction SMILES: [CH3:13][Si:14]([CH2:15][CH2:16][O:17][CH2:18][Cl:19])([CH3:20])[CH3:21].[CH3:1][O:2][c:3]1[c:4]([OH:12])[cH:5][c:6]([N+:9](=[O:10])[O-:11])[cH:7][cH:8]1.[CH:22]([N:23]([CH2:24][CH3:25])[CH:26]([CH3:27])[CH3:28])([CH3:29])[CH3:30].[Cl:31][CH2:32][Cl:33]>>[CH3:1][O:2][c:3]1[c:4]([O:12][CH2:18][O:17][CH2:16][CH2:15][Si:14]([CH3:13])([CH3:20])[CH3:21])[cH:5][c:6]([N+:9](=[O:10])[O-:11])[cH:7][cH:8]1. Starting materials: NC=1C=CC2=C(NC(C3=C(N2)C=C(C=C3)Cl)=O)C1 (8-amino-3-chloro-5,10-dihydro-11H-dibenzo[b,e][1,4]diazepin-11-one), CS(=O)(=O)Cl (CH3SO2Cl). The solvent is N1=CC=CC=C1 (pyridine). Product: ClC=1C=CC2=C(NC3=C(NC2=O)C=C(C=C3)NS(=O)(=O)C)C1 (N-(3-chloro-11-oxo-10,11-dihydro-5H-dibenzo[b,e][1,4]diazepin-8-yl)methanesulfonamide). Reaction SMILES: [NH2:1][C:2]1[CH:3]=[CH:4][C:5]2[NH:11][C:10]3[CH:12]=[C:13]([Cl:16])[CH:14]=[CH:15][C:9]=3[C:8](=[O:17])[NH:7][C:6]=2[CH:18]=1.[CH3:19][S:20](Cl)(=[O:22])=[O:21]>N1C=CC=CC=1>[Cl:16][C:13]1[CH:14]=[CH:15][C:9]2[C:8](=[O:17])[NH:7][C:6]3[CH:18]=[C:2]([NH:1][S:20]([CH3:19])(=[O:22])=[O:21])[CH:3]=[CH:4][C:5]=3[NH:11][C:10]=2[CH:12]=1. Procedure: A mixture of Example 7C (30 mg, 0.11 mmol) and CH3SO2Cl (13 mg, 0.112 mmol) in pyridine (4 mL) was stirred overnight at room temperature. The excess pyridine was removed under reduced pressure and the residue was washed with hexanes and filtered. The filter cake was dried in a vacuum oven to provide the desired product. MS (DCI) m/e 338 (M+H)+, 355 (M+NH4)+. Starting materials: OC1=C(C=CC(=C1)O)N1N=C(C=C1)C(=O)OC (methyl 1-(2,4-dihydroxyphenyl)-1H-pyrazole-3-carboxylate), COCCOCCO (2-(2-methoxyethoxy)ethanol), C1=CC=C(C=C1)P(C2=CC=CC=C2)C3=CC=CC=C3 (Ph3P), CCOC(=O)/N=N/C(=O)OCC (DEAD). Solvent: C1CCOC1 (THF). Conditions: time 8 hour. Product: OC1=C(C=CC(=C1)OCCOCCOC)N1N=C(C=C1)C(=O)OC (methyl 1-(2-hydroxy-4-(2-(2-methoxyethoxy)ethoxy)phenyl)-1H-pyrazole-3-carboxylate). Reaction SMILES: [OH:1][C:2]1[CH:7]=[C:6]([OH:8])[CH:5]=[CH:4][C:3]=1[N:9]1[CH:13]=[CH:12][C:11]([C:14]([O:16][CH3:17])=[O:15])=[N:10]1.[CH3:18][O:19][CH2:20][CH2:21][O:22][CH2:23][CH2:24]O.C1C=CC(P(C2C=CC=CC=2)C2C=CC=CC=2)=CC=1.CCOC(/N=N/C(OCC)=O)=O>C1COCC1>[OH:1][C:2]1[CH:7]=[C:6]([O:8][CH2:24][CH2:23][O:22][CH2:21][CH2:20][O:19][CH3:18])[CH:5]=[CH:4][C:3]=1[N:9]1[CH:13]=[CH:12][C:11]([C:14]([O:16][CH3:17])=[O:15])=[N:10]1. Procedure details: To a solution of methyl 1-(2,4-dihydroxyphenyl)-1H-pyrazole-3-carboxylate 3 (200 mg, 0.855 mmol, 1.00 equiv) in THF (5 mL), 2-(2-methoxyethoxy)ethanol (103 mg, 0.855 mmol, 1.00 equiv) was added Ph3P (223 mg, 0.855 mmol, 1.00 equiv), and DEAD (149 mg, 0.855 mmol, 1.00 equiv) at 0° C. The resulting solution was stirred overnight. The solvent was concentrated under vacuum, the residue was applied onto a silica gel column and eluted with PE/EA (1/1). This resulted in 70 mg (50%) of methyl 1-(2-hydro... The reactants are C(C)(C)(C)C=1N=C(SC1)C=1OC2=C(C1)C=C(C=C2)OCC2=C(C=CC=C2)C(=O)OC (4-tert-butyl-2-[5-(2-methoxycarbonylphenylmethoxy)benzofuran-2-yl]thiazole), [OH-].[Na+] (sodium hydroxide), Cl (hydrochloric acid). Run in O (water), CO (methanol). The product is C(C)(C)(C)C=1N=C(SC1)C=1OC2=C(C1)C=C(C=C2)OCC2=C(C=CC=C2)C(=O)O (4-tert-butyl-2-[5-(2-carboxyphenylmethoxy)benzofuran-2-yl]thiazole). The yield is 99.7%. Reaction SMILES: [C:1]([C:5]1[N:6]=[C:7]([C:10]2[O:11][C:12]3[CH:18]=[CH:17][C:16]([O:19][CH2:20][C:21]4[CH:26]=[CH:25][CH:24]=[CH:23][C:22]=4[C:27]([O:29]C)=[O:28])=[CH:15][C:13]=3[CH:14]=2)[S:8][CH:9]=1)([CH3:4])([CH3:3])[CH3:2].[OH-].[Na+].Cl>CO.O>[C:1]([C:5]1[N:6]=[C:7]([C:10]2[O:11][C:12]3[CH:18]=[CH:17][C:16]([O:19][CH2:20][C:21]4[CH:26]=[CH:25][CH:24]=[CH:23][C:22]=4[C:27]([OH:29])=[O:28])=[CH:15][C:13]=3[CH:14]=2)[S:8][CH:9]=1)([CH3:4])([CH3:2])[CH3:3] |f:1.2|. Procedure: A mixture of 4-tert-butyl-2-[5-(2-methoxycarbonylphenylmethoxy)benzofuran-2-yl]thiazole (0.28 g) and 4N aqueous sodium hydroxide (1.0 ml) in methanol (5 ml) was stirred under reflux 5.5 hours. After being cooled, the resulting solution was concentrated under reduced pressure to give a residue. The residue was dissolved in water and adjusted to pH 4 with diluted aqueous hydrochloric acid to give crystals. The crystals were filtered and washed with water to give 4-tert-butyl-2-[5-(2-carboxyphenylm...